This data is from the Open Reaction Database (ORD), a public repository of structured organic reaction records. The task is: describe an organic reaction: reactants, conditions, products, and yield The reactants are O=C(O)CCCCCCCCCBr, CCN=C=NCCCN(C)C, Cl, Nc1ccc(F)cc1F, CN(C)C=O, On1nnc2ccccc21. Product: O=C(CCCCCCCCCBr)Nc1ccc(F)cc1F. RXN SMILES: [Br:32][CH2:33][CH2:34][CH2:35][CH2:36][CH2:37][CH2:38][CH2:39][CH2:40][CH2:41][C:42](=[O:43])[OH:44].[CH3:2][N:3]([CH3:4])[CH2:5][CH2:6][CH2:7][N:8]=[C:9]=[N:10][CH2:11][CH3:12].[ClH:1].[F:23][c:24]1[c:25]([NH2:26])[cH:27][cH:28][c:29]([F:31])[cH:30]1.[O:45]=[CH:46][N:47]([CH3:48])[CH3:49].[OH:13][n:14]1[c:15]2[c:16]([cH:17][cH:18][cH:19][cH:20]2)[n:21][n:22]1>>[F:23][c:24]1[c:25]([NH:26][C:42]([CH2:41][CH2:40][CH2:39][CH2:38][CH2:37][CH2:36][CH2:35][CH2:34][CH2:33][Br:32])=[O:43])[cH:27][cH:28][c:29]([F:31])[cH:30]1. Starting materials: CCOP(=O)(CC(=O)OC)OCC, C1CCOC1, Cc1nc(C(C)N(c2cc(F)ccc2F)S(=O)(=O)c2ccc(Cl)cc2)sc1C=O, [H-], [Na+]. Yields the product COC(=O)C=Cc1sc(C(C)N(c2cc(F)ccc2F)S(=O)(=O)c2ccc(Cl)cc2)nc1C. RXN SMILES: [CH2:3]([O:4][P:5]([O:6][CH2:7][CH3:8])(=[O:9])[CH2:11][C:12](=[O:13])[O:14][CH3:15])[CH3:10].[CH2:45]1[O:46][CH2:47][CH2:48][CH2:49]1.[Cl:16][c:17]1[cH:18][cH:19][c:20]([S:23](=[O:24])(=[O:25])[N:26]([CH:27]([CH3:28])[c:29]2[s:30][c:31]([CH:35]=[O:36])[c:32]([CH3:34])[n:33]2)[c:37]2[c:38]([F:44])[cH:39][cH:40][c:41]([F:43])[cH:42]2)[cH:21][cH:22]1.[H-:2].[Na+:1]>>[CH:11]([C:12](=[O:13])[O:14][CH3:15])=[CH:35][c:31]1[s:30][c:29]([CH:27]([N:26]([S:23]([c:20]2[cH:19][cH:18][c:17]([Cl:16])[cH:22][cH:21]2)(=[O:24])=[O:25])[c:37]2[c:38]([F:44])[cH:39][cH:40][c:41]([F:43])[cH:42]2)[CH3:28])[n:33][c:32]1[CH3:34]. Reactants: C(C)N1C(=NC=C1)C (1-ethyl-2-methylimidazole), C(=O)=O (carbon dioxide), C(C)N1C(=NC=C1)C (1-ethyl-2-methylimidazole), C(OC)(OC)=O (dimethyl carbonate), stainless steel. Solvent: CO (methanol). Run at temperature 130 celsius, time 60 hour. Yields the product COC([O-])=O.C(C)[N+]1=C(N(C=C1)C)C (1-ethyl-2,3-dimethylimidazolium monomethyl carbonate). As a reaction SMILES: [CH2:1]([N:3]1[CH:7]=[CH:6][N:5]=[C:4]1[CH3:8])[CH3:2].[C:9](=[O:14])([O:12]C)[O:10][CH3:11].[C:15](=O)=O>CO>[CH3:11][O:10][C:9](=[O:12])[O-:14].[CH2:1]([N+:3]1[CH:7]=[CH:6][N:5]([CH3:15])[C:4]=1[CH3:8])[CH3:2] |f:4.5|. Procedure details: 110 parts of 1-ethyl-2-methylimidazole, as prepared, 135 parts of dimethyl carbonate and 192 parts of methanol were put into an autoclave made of a stainless steel equipped with a cooling condenser and mixed homogenously. After nitrogen substitution, the temperature was then raised to 130° C. while being sealed, so as to initiate a reaction. At the beginning, the pressure was approximately at 4.5 Kg/cm2, but it was gradually raised due to generation of carbon dioxide, so that the gasses were app... Starting materials: O=C(Cl)OCc1ccccc1, [K+], [K+], O=C(O)C1CCNCC1, O=C([O-])[O-], C1COCCO1, O. Product: O=C(O)C1CCN(C(=O)OCc2ccccc2)CC1. Reaction SMILES: [Cl:16][C:17](=[O:18])[O:19][CH2:20][c:21]1[cH:22][cH:23][cH:24][cH:25][cH:26]1.[K+:10].[K+:11].[NH:1]1[CH2:2][CH2:3][CH:4]([C:7](=[O:8])[OH:9])[CH2:5][CH2:6]1.[O-:12][C:13]([O-:14])=[O:15].[O:28]1[CH2:29][CH2:30][O:31][CH2:32][CH2:33]1.[OH2:27]>>[N:1]1([C:17](=[O:18])[O:19][CH2:20][c:21]2[cH:22][cH:23][cH:24][cH:25][cH:26]2)[CH2:2][CH2:3][CH:4]([C:7](=[O:8])[OH:9])[CH2:5][CH2:6]1. The reactants are COc1ccc2c(c1)OCCC2(C#N)O[Si](C)(C)C, CC(=O)O, ClCCl, Cl. The product is COc1ccc2c(c1)OCCC2C(=O)O. Reaction SMILES: [CH3:1][O:2][c:3]1[cH:4][cH:5][c:6]2[c:11]([cH:12]1)[O:10][CH2:9][CH2:8][C:7]2([O:13][Si:14]([CH3:15])([CH3:16])[CH3:17])[C:18]#[N:19].[CH3:20][C:21]([OH:22])=[O:23].[Cl:25][CH2:26][Cl:27].[ClH:24]>>[CH3:1][O:2][c:3]1[cH:4][cH:5][c:6]2[c:11]([cH:12]1)[O:10][CH2:9][CH2:8][CH:20]2[C:21]([OH:22])=[O:23].